From a dataset of the Open Reaction Database (ORD), a public repository of structured organic reaction records. describe an organic reaction: reactants, conditions, products, and yield Starting materials: CC1=C2[C@H](C(=O)[C@@]3([C@H](C[C@@H]4[C@]([C@H]3[C@@H]([C@@](C2(C)C)(C[C@@H]1OC(=O)[C@@H]([C@H](C=5C=CC=CC5)NC(=O)C=6C=CC=CC6)O)O)OC(=O)C=7C=CC=CC7)(CO4)OC(=O)C)O)C)OC(=O)C (taxol). Solvent: CO (methanol). Conditions: temperature 23 celsius, time 21 hour. Product: SC 13910, CC1=C2[C@H](C(=O)[C@@]3([C@H](C[C@@H]4[C@]([C@H]3[C@@H]([C@@](C2(C)C)(C[C@@H]1OC(=O)[C@@H]([C@H](C=5C=CC=CC5)NC(=O)C=6C=CC=CC6)O)O)OC(=O)C=7C=CC=CC7)(CO4)OC(=O)C)O)C)OC(=O)C (taxol), CC1=C2[C@H](C(=O)[C@@]3([C@H](C[C@@H]4[C@]([C@H]3[C@@H]([C@@](C2(C)C)(C[C@@H]1O)O)OC(=O)C=5C=CC=CC5)(CO4)OC(=O)C)O)C)OC(=O)C (baccatin III). Reaction SMILES: [CH3:1][C:2]1[C@@H:19]([O:20][C:21]([C@H:23]([OH:40])[C@@H:24]([NH:31][C:32]([C:34]2[CH:35]=[CH:36][CH:37]=[CH:38][CH:39]=2)=[O:33])[C:25]2[CH:26]=[CH:27][CH:28]=[CH:29][CH:30]=2)=[O:22])[CH2:18][C@:14]2([OH:41])[C:15]([CH3:17])([CH3:16])[C:3]=1[C@@H:4]([O:59][C:60]([CH3:62])=[O:61])[C:5]([C@@:7]1([CH3:58])[C@H:12]([C@@H:13]2[O:42][C:43]([C:45]2[CH:46]=[CH:47][CH:48]=[CH:49][CH:50]=2)=[O:44])[C@:11]2([O:53][C:54]([CH3:56])=[O:55])[CH2:51][O:52][C@@H:10]2[CH2:9][C@@H:8]1[OH:57])=[O:6]>CO>[CH3:1][C:2]1[C@@H:19]([O:20][C:21]([C@H:23]([OH:40])[C@@H:24]([NH:31][C:32]([C:34]2[CH:39]=[CH:38][CH:37]=[CH:36][CH:35]=2)=[O:33])[C:25]2[CH:26]=[CH:27][CH:28]=[CH:29][CH:30]=2)=[O:22])[CH2:18][C@:14]2([OH:41])[C:15]([CH3:16])([CH3:17])[C:3]=1[C@@H:4]([O:59][C:60]([CH3:62])=[O:61])[C:5]([C@@:7]1([CH3:58])[C@H:12]([C@@H:13]2[O:42][C:43]([C:45]2[CH:50]=[CH:49][CH:48]=[CH:47][CH:46]=2)=[O:44])[C@:11]2([O:53][C:54]([CH3:56])=[O:55])[CH2:51][O:52][C@@H:10]2[CH2:9][C@@H:8]1[OH:57])=[O:6].[CH3:1][C:2]1[C@@H:19]([OH:20])[CH2:18][C@:14]2([OH:41])[C:15]([CH3:16])([CH3:17])[C:3]=1[C@@H:4]([O:59][C:60]([CH3:62])=[O:61])[C:5]([C@@:7]1([CH3:58])[C@H:12]([C@@H:13]2[O:42][C:43]([C:45]2[CH:46]=[CH:47][CH:48]=[CH:49][CH:50]=2)=[O:44])[C@:11]2([O:53][C:54]([CH3:56])=[O:55])[CH2:51][O:52][C@@H:10]2[CH2:9][C@@H:8]1[OH:57])=[O:6]. Reported procedure: 0.5 mg taxol in 20 μl methanol was added to 2 ml of each supernatant and the mixtures were stirred for 21 hours at ambient temperature (about 23° C.). The solutions were extracted with 4 ml CH2Cl2. Extracts were dried under N2 at room temperature, redissolved in methanol and analyzed by HPLC (Method 1 described following). Supernatant from strain ATCC 55424 (SC 13910) gave 0.008 mg/ml taxol and 0.163 mg/ml baccatin III (94.9 mol % conversion). Supernatant from strain ATCC 55425 (SC 13911) gave 0...